Dataset: the Open Reaction Database (ORD), a public repository of structured organic reaction records. Task: describe an organic reaction: reactants, conditions, products, and yield The reactants are ON1C(CC(CC1(C)C)O)(C)C (1-oxyl-2,2,6,6-tetramethylpiperidin-4-ol), C1CCCCCCC1 (cyclooctane). Yields the product C1(CCCCCCC1)ON1C(CC(CC1(C)C)O)(C)C (1-Cyclooctyloxy-2,2,6,6-tetramethylpiperidin-4-ol). Reaction SMILES: [OH:1][N:2]1[C:7]([CH3:9])([CH3:8])[CH2:6][CH:5]([OH:10])[CH2:4][C:3]1([CH3:12])[CH3:11].[CH2:13]1[CH2:20][CH2:19][CH2:18][CH2:17][CH2:16][CH2:15][CH2:14]1>>[CH:13]1([O:1][N:2]2[C:7]([CH3:8])([CH3:9])[CH2:6][CH:5]([OH:10])[CH2:4][C:3]2([CH3:12])[CH3:11])[CH2:20][CH2:19][CH2:18][CH2:17][CH2:16][CH2:15][CH2:14]1. Procedure: The title compound is prepared from 1-oxyl-2,2,6,6-tetramethylpiperidin-4-ol and cyclooctane following a procedure to that of Example 5. Reactants: O(C1=CC=CC=C1)CCSCC1=CC=C(C=C1)C1=CC(=CC=C1)C(=O)O (4′-(2-phenoxy-ethylsulfanylmethyl)-biphenyl-3-carboxylic acid), C(C)OC(=O)C=1C(=CC=CC1)C1=C(C=CC=C1)CSCCOC1=CC=CC=C1 (2′-(2-Phenoxy-ethylsulfanylmethyl)-biphenyl-2-carboxylic acid ethyl ester), [OH-].[Li+] (lithium hydroxide). The solvent is C1CCOC1.O1CCOCC1 (THF dioxane). The product is O(C1=CC=CC=C1)CCSCC1=C(C=CC=C1)C=1C(=CC=CC1)C(=O)O (2′-(2-Phenoxy-ethylsulfanylmethyl)-biphenyl-2-carboxylic acid). RXN SMILES: O(CCSCC1C=CC(C2C=CC=C(C(O)=O)C=2)=CC=1)C1C=CC=CC=1.C([O:29][C:30]([C:32]1[C:33]([C:38]2[CH:43]=[CH:42][CH:41]=[CH:40][C:39]=2[CH2:44][S:45][CH2:46][CH2:47][O:48][C:49]2[CH:54]=[CH:53][CH:52]=[CH:51][CH:50]=2)=[CH:34][CH:35]=[CH:36][CH:37]=1)=[O:31])C.[OH-].[Li+]>C1COCC1.O1CCOCC1>[O:48]([CH2:47][CH2:46][S:45][CH2:44][C:39]1[CH:40]=[CH:41][CH:42]=[CH:43][C:38]=1[C:33]1[C:32]([C:30]([OH:31])=[O:29])=[CH:37][CH:36]=[CH:35][CH:34]=1)[C:49]1[CH:50]=[CH:51][CH:52]=[CH:53][CH:54]=1 |f:2.3,4.5|. Reported procedure: 2′-(2-Phenoxy-ethylsulfanylmethyl)-biphenyl-2-carboxylic acid was synthesized as described for 4′-(2-phenoxy-ethylsulfanylmethyl)-biphenyl-3-carboxylic acid. 2′-(2-Phenoxy-ethylsulfanylmethyl)-biphenyl-2-carboxylic acid ethyl ester (4.4 g, 11.21 mmol, 1 eq.) in 30% aqueous THF/dioxane was treated with lithium hydroxide (0.81 g, 33.63 mmol, 3 eq.). When complete, the reaction was worked up as described leaving a brown oil The reactants are S(=O)([O-])[O-].[Na+].[Na+] (sodium sulfite), ClC(C(=O)O)C1=CC2=CC=C(C=C2C=C1)OC (α-chloro-6-methoxy-2-naphthylacetic acid), [Na] (sodium). Run in C(C)O (ethanol). Run at time 15 hour. Product: S(=O)(=O)(O)C(C(=O)O)C1=CC2=CC=C(C=C2C=C1)OC (α-sulfo-6-methoxy-2-naphthylacetic acid), [Na][Na] (disodium). RXN SMILES: [S:1]([O-:4])([O-:3])=[O:2].[Na+:5].[Na+:6].Cl[CH:8]([C:12]1[CH:21]=[CH:20][C:19]2[C:14](=[CH:15][CH:16]=[C:17]([O:22][CH3:23])[CH:18]=2)[CH:13]=1)[C:9]([OH:11])=[O:10].[Na]>C(O)C>[S:1]([CH:8]([C:12]1[CH:21]=[CH:20][C:19]2[C:14](=[CH:15][CH:16]=[C:17]([O:22][CH3:23])[CH:18]=2)[CH:13]=1)[C:9]([OH:11])=[O:10])([OH:4])(=[O:3])=[O:2].[Na:5][Na:6] |f:0.1.2,^1:23|. Procedure: To a solution of 250 ml. of anhydrous ethanol and 0.12 moles of sodium sulfite is added 0.1 moles α-chloro-6-methoxy-2-naphthylacetic acid, sodium salt. The reaction mixture is stirred for 15 hours, filtered and the residue worked with ethanol. The filtrate is evaporated to dryness to obtain α-sulfo-6-methoxy-2-naphthylacetic acid, disodium salt. The reactants are CN(C)C=O, O=c1c(CO)coc2cc(OCCCCl)ccc12, Cl, Fc1ccc2c(C3CCNCC3)noc2c1. The product is O=c1c(CO)coc2cc(OCCCN3CCC(c4noc5cc(F)ccc45)CC3)ccc12. As a reaction SMILES: [CH3:36][N:37]([CH3:38])[CH:39]=[O:40].[Cl:1][CH2:2][CH2:3][CH2:4][O:5][c:6]1[cH:7][cH:8][c:9]2[c:10](=[O:18])[c:11]([CH2:16][OH:17])[cH:12][o:13][c:14]2[cH:15]1.[ClH:19].[F:20][c:21]1[cH:22][c:23]2[c:24]([c:25]([CH:28]3[CH2:29][CH2:30][NH:31][CH2:32][CH2:33]3)[n:26][o:27]2)[cH:34][cH:35]1>>[CH2:2]([CH2:3][CH2:4][O:5][c:6]1[cH:7][cH:8][c:9]2[c:10](=[O:18])[c:11]([CH2:16][OH:17])[cH:12][o:13][c:14]2[cH:15]1)[N:31]1[CH2:30][CH2:29][CH:28]([c:25]2[c:24]3[c:23]([cH:22][c:21]([F:20])[cH:35][cH:34]3)[o:27][n:26]2)[CH2:33][CH2:32]1. Procedure: The title compound was prepared in analogy to General Procedure 1 from 2-methyl-6,7,8,9-tetrahydro-5H-[1,3]thiazolo[4,5-h][3]benzazepine (0.15 mmol) and 3-[(3-chloropropyl)thio]-4-methyl-5-(4-methyl-1,3-oxazol-5-yl)-4H-1,2,4-triazole (0.18 mmol) and was obtained as a colourless slightly hygroscopic solid (24 mg). The product is Cl.CC=1SC2=CC3=C(CCN(CC3)CCCSC3=NN=C(N3C)C3=C(N=CO3)C)C=C2N1 (2-methyl-7-(3-{[4-methyl-5-(4-methyl-1,3-oxazol-5-yl)-4H-1,2,4-triazol-3-yl]thio}propyl)-6,7,8,9-tetrahydro-5H-[1,3]thiazolo[4,5h][3]benzazepine hydrochloride), solid. Reaction SMILES: [CH3:1][C:2]1[S:3][C:4]2[C:14]([N:15]=1)=[CH:13][C:7]1[CH2:8][CH2:9][NH:10][CH2:11][CH2:12][C:6]=1[CH:5]=2.[Cl:16][CH2:17][CH2:18][CH2:19][S:20][C:21]1[N:25]([CH3:26])[C:24]([C:27]2[O:31][CH:30]=[N:29][C:28]=2[CH3:32])=[N:23][N:22]=1>>[ClH:16].[CH3:1][C:2]1[S:3][C:4]2[C:14]([N:15]=1)=[CH:13][C:7]1[CH2:8][CH2:9][N:10]([CH2:17][CH2:18][CH2:19][S:20][C:21]3[N:25]([CH3:26])[C:24]([C:27]4[O:31][CH:30]=[N:29][C:28]=4[CH3:32])=[N:23][N:22]=3)[CH2:11][CH2:12][C:6]=1[CH:5]=2 |f:2.3|. Starting materials: CC=1SC2=CC3=C(CCNCC3)C=C2N1 (2-methyl-6,7,8,9-tetrahydro-5H-[1,3]thiazolo[4,5-h][3]benzazepine), ClCCCSC1=NN=C(N1C)C1=C(N=CO1)C (3-[(3-chloropropyl)thio]-4-methyl-5-(4-methyl-1,3-oxazol-5-yl)-4H-1,2,4-triazole). Reactants: CC(C)(C)OC(=O)N1C(NC(=O)c2ccc(F)cc2)=NC(c2ccccc2)C1c1ccccc1, CCOC(C)=O, Cl. Yields the product Cl, O=C(NC1=NC(c2ccccc2)C(c2ccccc2)N1)c1ccc(F)cc1. RXN SMILES: [C:2]([O:3][C:4](=[O:5])[N:9]1[C:10]([NH:26][C:27]([c:28]2[cH:29][cH:30][c:31]([F:34])[cH:32][cH:33]2)=[O:35])=[N:11][CH:12]([c:20]2[cH:21][cH:22][cH:23][cH:24][cH:25]2)[CH:13]1[c:14]1[cH:15][cH:16][cH:17][cH:18][cH:19]1)([CH3:6])([CH3:7])[CH3:8].[CH3:36][CH2:37][O:38][C:39]([CH3:40])=[O:41].[ClH:1]>>[ClH:1].[N:9]1=[C:10]([NH:26][C:27]([c:28]2[cH:29][cH:30][c:31]([F:34])[cH:32][cH:33]2)=[O:35])[NH:11][CH:12]([c:20]2[cH:21][cH:22][cH:23][cH:24][cH:25]2)[CH:13]1[c:14]1[cH:15][cH:16][cH:17][cH:18][cH:19]1. The reactants are ClC1=NC=NC2=CC(=C(C=C12)OC)OC (4-chloro-6,7-dimethoxyquinazoline), NC1=NN=C(C1)C1=CC=CC=C1 (3-amino-5-phenyl-4H-pyrazole). Product: Cl.COC=1C=C2C(=NC=NC2=CC1OC)NC1=NNC(=C1)C1=CC=CC=C1 (6,7-dimethoxy-4-(5-phenylpyrazol-3-ylamino)quinazoline hydrochloride). Yield: 0.1%. As a reaction SMILES: [Cl:1][C:2]1[C:11]2[C:6](=[CH:7][C:8]([O:14][CH3:15])=[C:9]([O:12][CH3:13])[CH:10]=2)[N:5]=[CH:4][N:3]=1.[NH2:16][C:17]1[CH2:21][C:20]([C:22]2[CH:27]=[CH:26][CH:25]=[CH:24][CH:23]=2)=[N:19][N:18]=1>>[ClH:1].[CH3:13][O:12][C:9]1[CH:10]=[C:11]2[C:6](=[CH:7][C:8]=1[O:14][CH3:15])[N:5]=[CH:4][N:3]=[C:2]2[NH:16][C:17]1[CH:21]=[C:20]([C:22]2[CH:27]=[CH:26][CH:25]=[CH:24][CH:23]=2)[NH:19][N:18]=1 |f:2.3|. Procedure: Using a procedure analogous to that described in Example 15, 4-chloro-6,7-dimethoxyquinazoline (224 mg, 1 mol), (prepared as described for the starting material in Example 1), was reacted with 3-amino-5-phenyl-4H-pyrazole (183 mg, 1.16 mol) to give 6,7-dimethoxy-4-(5-phenylpyrazol-3-ylamino)quinazoline hydrochloride (328 mg, 94%).